The task is: describe an organic reaction: reactants, conditions, products, and yield. This data is from the Open Reaction Database (ORD), a public repository of structured organic reaction records. Starting materials: CO, CCOC(=O)C1CCCc2sc(NC(=O)CC3CCCCC3)nc21, [Na+], [OH-], O. Yields the product O=C(CC1CCCCC1)Nc1nc2c(s1)CCCC2C(=O)O. RXN SMILES: [CH3:28][OH:29].[CH:2]1([CH2:8][C:9](=[O:10])[NH:11][c:12]2[s:13][c:14]3[c:15]([n:16]2)[CH:17]([C:21](=[O:22])[O:23][CH2:24][CH3:25])[CH2:18][CH2:19][CH2:20]3)[CH2:3][CH2:4][CH2:5][CH2:6][CH2:7]1.[Na+:27].[OH-:26].[OH2:1]>>[CH:2]1([CH2:8][C:9](=[O:10])[NH:11][c:12]2[s:13][c:14]3[c:15]([n:16]2)[CH:17]([C:21](=[O:22])[OH:23])[CH2:18][CH2:19][CH2:20]3)[CH2:3][CH2:4][CH2:5][CH2:6][CH2:7]1. Starting materials: FC(C(=O)N=C1SC(=CN1C1=CC(=CC=C1)C(F)(F)F)C)(F)F (2-(trifluoroacetyl)imino-3-[3-(trifluoromethyl)phenyl]-5-methylthiazoline), COC1=CC=C(C=C1)P1(SP(S1)(C1=CC=C(C=C1)OC)=S)=S (2,4-bis(4-methoxyphenyl)-1,3-dithia-2,4-diphosphetane-2,4-disulfide). The solvent is C1CCOC1 (THF). Product: FC(C(=S)N=C1SC(=CN1C1=CC(=CC=C1)C(F)(F)F)C)(F)F (2-[trifluoromethyl(thiocarbonyl)imino]-3-[3-(trifluoromethyl)phenyl]-5-methylthiazoline). Isolated yield 47.8%. As a reaction SMILES: [F:1][C:2]([F:23])([F:22])[C:3]([N:5]=[C:6]1[N:10]([C:11]2[CH:16]=[CH:15][CH:14]=[C:13]([C:17]([F:20])([F:19])[F:18])[CH:12]=2)[CH:9]=[C:8]([CH3:21])[S:7]1)=O.COC1C=CC(P2(=S)SP(=S)(C3C=CC(OC)=CC=3)[S:33]2)=CC=1>C1COCC1>[F:1][C:2]([F:23])([F:22])[C:3]([N:5]=[C:6]1[N:10]([C:11]2[CH:16]=[CH:15][CH:14]=[C:13]([C:17]([F:20])([F:19])[F:18])[CH:12]=2)[CH:9]=[C:8]([CH3:21])[S:7]1)=[S:33]. Reported procedure: A solution of 2-(trifluoroacetyl)imino-3-[3-(trifluoromethyl)phenyl]-5-methylthiazoline (1 g) and 2,4-bis(4-methoxyphenyl)-1,3-dithia-2,4-diphosphetane-2,4-disulfide (2 g) in THF (10 ml) was refluxed for 2 days. After cooling and removal of the solvent under reduced pressure, the concentrated residue was added pottasium hydrogencarbonate, The obtained crystallines were recrystallized to give 0.5 g of 2-[trifluoromethyl(thiocarbonyl)imino]-3-[3-(trifluoromethyl)phenyl]-5-methylthiazoline (Compoun... The reactants are Cc1nc(C2(N)CC2)co1, CCN=C=NCCCN(C)C, ClCCl, Cl, CNC(=O)c1c(-c2ccc(F)cc2)oc2ccc(-c3cc(C(=O)O)c(OC)cc3C)cc12, O, On1nnc2ccccc21. The product is CNC(=O)c1c(-c2ccc(F)cc2)oc2ccc(-c3cc(C(=O)NC4(c5coc(C)n5)CC4)c(OC)cc3C)cc12. RXN SMILES: [CH3:33][c:34]1[o:35][cH:36][c:37]([C:39]2([NH2:42])[CH2:40][CH2:41]2)[n:38]1.[CH3:43][CH2:44][N:45]=[C:46]=[N:47][CH2:48][CH2:49][CH2:50][N:51]([CH3:52])[CH3:53].[Cl:65][CH2:66][Cl:67].[ClH:54].[F:1][c:2]1[cH:3][cH:4][c:5](-[c:8]2[o:9][c:10]3[c:11]([c:12]2[C:13]([NH:14][CH3:15])=[O:16])[cH:17][c:18](-[c:21]2[c:22]([CH3:32])[cH:23][c:24]([O:30][CH3:31])[c:25]([C:26](=[O:27])[OH:28])[cH:29]2)[cH:19][cH:20]3)[cH:6][cH:7]1.[OH2:68].[OH:55][n:56]1[c:57]2[c:58]([cH:59][cH:60][cH:61][cH:62]2)[n:63][n:64]1>>[F:1][c:2]1[cH:3][cH:4][c:5](-[c:8]2[o:9][c:10]3[c:11]([c:12]2[C:13]([NH:14][CH3:15])=[O:16])[cH:17][c:18](-[c:21]2[c:22]([CH3:32])[cH:23][c:24]([O:30][CH3:31])[c:25]([C:26](=[O:27])[NH:42][C:39]4([c:37]5[cH:36][o:35][c:34]([CH3:33])[n:38]5)[CH2:40][CH2:41]4)[cH:29]2)[cH:19][cH:20]3)[cH:6][cH:7]1. Starting materials: CN(C)C(=O)Sc1ccc(CCCCN2C(=O)c3ccccc3C2=O)cc1, CN, CCO. Yields the product CN(C)C(=O)Sc1ccc(CCCCN)cc1. As a reaction SMILES: [CH3:1][N:2]([C:3](=[O:4])[S:5][c:6]1[cH:7][cH:8][c:9]([CH2:12][CH2:13][CH2:14][CH2:15][N:16]2[C:17](=[O:18])[c:19]3[cH:20][cH:21][cH:22][cH:23][c:24]3[C:25]2=[O:26])[cH:10][cH:11]1)[CH3:27].[CH3:28][NH2:29].[CH3:30][CH2:31][OH:32]>>[CH3:1][N:2]([C:3](=[O:4])[S:5][c:6]1[cH:7][cH:8][c:9]([CH2:12][CH2:13][CH2:14][CH2:15][NH2:16])[cH:10][cH:11]1)[CH3:27]. Starting materials: NCCCCN1C=NC=2C(=NC=3C=CC=CC3C21)N (1-(4-aminobutyl)-1H-imidazo[4,5-c]quinolin-4-amine), O(C1=CC=CC=C1)C=1C=C(C(=O)Cl)C=CC1 (3-phenoxybenzoyl chloride). Product: NC1=NC=2C=CC=CC2C2=C1N=CN2CCCCNC(C2=CC(=CC=C2)OC2=CC=CC=C2)=O (N1-[4-(4-amino-1H-imidazo[4,5-c]quinolin-1-yl)butyl]-3-phenoxybenzamide). Reaction SMILES: [NH2:1][CH2:2][CH2:3][CH2:4][CH2:5][N:6]1[C:18]2[C:17]3[CH:16]=[CH:15][CH:14]=[CH:13][C:12]=3[N:11]=[C:10]([NH2:19])[C:9]=2[N:8]=[CH:7]1.[O:20]([C:27]1[CH:28]=[C:29]([CH:33]=[CH:34][CH:35]=1)[C:30](Cl)=[O:31])[C:21]1[CH:26]=[CH:25][CH:24]=[CH:23][CH:22]=1>>[NH2:19][C:10]1[C:9]2[N:8]=[CH:7][N:6]([CH2:5][CH2:4][CH2:3][CH2:2][NH:1][C:30](=[O:31])[C:29]3[CH:33]=[CH:34][CH:35]=[C:27]([O:20][C:21]4[CH:22]=[CH:23][CH:24]=[CH:25][CH:26]=4)[CH:28]=3)[C:18]=2[C:17]2[CH:16]=[CH:15][CH:14]=[CH:13][C:12]=2[N:11]=1. Procedure: According to the general method of Example 14, 1-(4-aminobutyl)-1H-imidazo[4,5-c]quinolin-4-amine and 3-phenoxybenzoyl chloride were combined to provide N1-[4-(4-amino-1H-imidazo[4,5-c]quinolin-1-yl)butyl]-3-phenoxybenzamide as a white powder, m.p. 105.0-107.0° C. 1H NMR (300 MHz, DMSO-d6) δ 8.54 (t, J=5.4 Hz, 1H), 8.34 (s, 1H), 8.10 (d, J=8.1 Hz, 1H), 7.69 (dd, J=8.1, 1.2 Hz, 1H), 7.58-7.29 (m, 9H), 7.19-7.13 (m, 2H), 7.04-6.99 (m, 2H), 4.65 (t, J=7.2 Hz, 2H), 3.28 (m, 2H), 1.89 (quintet, J=7.2... Reactants: O.NN (hydrazine hydrate), CC1=C(C=CC(=C1)F)[N+](=O)[O-] (2-methyl-4-fluoronitrobenzene). Solvent: CN1C(CCC1)=O (N-methylpyrrolidone). Run at temperature 65 celsius, time 4 hour. The product is CC=1C=C(C=CC1[N+](=O)[O-])NN (3-Methyl-4-nitrophenylhydrazine). RXN SMILES: O.[NH2:2][NH2:3].[CH3:4][C:5]1[CH:10]=[C:9](F)[CH:8]=[CH:7][C:6]=1[N+:12]([O-:14])=[O:13]>CN1CCCC1=O>[CH3:4][C:5]1[CH:10]=[C:9]([NH:2][NH2:3])[CH:8]=[CH:7][C:6]=1[N+:12]([O-:14])=[O:13] |f:0.1|. Procedure: 5 g of hydrazine hydrate were slowly added dropwise to a solution of 15.9 g of 2-methyl-4-fluoronitrobenzene in 10 ml of N-methylpyrrolidone at room temperature, and the mixture was heated with stirring at 65° C. for 4 hours. The product was precipitated by adding 70 ml of water and was filtered off with suction and then recrystallized from isopropanol. The reactants are O=C([O-])O, CO, C[O-], COC(=O)c1cc(Cl)cc(C)c1NS(=O)(=O)NC(C)C, [Na+], [Na+], O, c1ccccc1. The product is Cc1cc(Cl)cc2c1NS(=O)(=O)N(C(C)C)C2=O. As a reaction SMILES: [C:26](=[O:27])([OH:28])[O-:29].[CH3:21][OH:22].[CH3:23][O-:24].[Cl:1][c:2]1[cH:3][c:4]([CH3:20])[c:5]([NH:12][S:13](=[O:14])(=[O:15])[NH:16][CH:17]([CH3:18])[CH3:19])[c:6]([C:7](=[O:8])[O:9][CH3:10])[cH:11]1.[Na+:25].[Na+:30].[OH2:37].[cH:31]1[cH:32][cH:33][cH:34][cH:35][cH:36]1>>[Cl:1][c:2]1[cH:3][c:4]([CH3:20])[c:5]2[c:6]([cH:11]1)[C:7](=[O:8])[N:16]([CH:17]([CH3:18])[CH3:19])[S:13](=[O:14])(=[O:15])[NH:12]2. The reactants are B, C=CCc1ccc2ccccc2c1OCc1ccccc1, CC=C(C)C, [Na+], C1CCOC1, [OH-], O, OO. Product: OCCCc1ccc2ccccc2c1OCc1ccccc1. As a reaction SMILES: [BH3:1].[CH2:7]([CH:8]=[CH2:9])[c:10]1[c:11]([O:20][CH2:21][c:22]2[cH:23][cH:24][cH:25][cH:26][cH:27]2)[c:12]2[cH:13][cH:14][cH:15][cH:16][c:17]2[cH:18][cH:19]1.[CH3:2][C:3](=[CH:4][CH3:5])[CH3:6].[Na+:29].[O:32]1[CH2:33][CH2:34][CH2:35][CH2:36]1.[OH-:28].[OH2:37].[OH:30][OH:31]>>[CH2:7]([CH2:8][CH2:9][OH:28])[c:10]1[c:11]([O:20][CH2:21][c:22]2[cH:23][cH:24][cH:25][cH:26][cH:27]2)[c:12]2[cH:13][cH:14][cH:15][cH:16][c:17]2[cH:18][cH:19]1. The reactants are [OH-].[Na+] (sodium hydroxide), OCCN1CCNCC1 (1-(2-hydroxyethyl)piperazine), [OH-].[Na+] (sodium hydroxide), ClC(=O)OCC1=CC=CC=C1 (benzyl chloroformate), ClCCl (dichloromethane). The solvent is O (water). Product: OCCN1CCN(CC1)C(=O)OCC1=CC=CC=C1 (1-(2-hydroxyethyl)-4-carbobenzyloxypiperazine). Reaction SMILES: [OH:1][CH2:2][CH2:3][N:4]1[CH2:9][CH2:8][NH:7][CH2:6][CH2:5]1.[OH-].[Na+].Cl[C:13]([O:15][CH2:16][C:17]1[CH:22]=[CH:21][CH:20]=[CH:19][CH:18]=1)=[O:14].ClCCl>O>[OH:1][CH2:2][CH2:3][N:4]1[CH2:9][CH2:8][N:7]([C:13]([O:15][CH2:16][C:17]2[CH:22]=[CH:21][CH:20]=[CH:19][CH:18]=2)=[O:14])[CH2:6][CH2:5]1 |f:1.2|. Procedure: A mechanically-stirred solution of 1-(2-hydroxyethyl)piperazine (10.0 g, 9.4 mL, 0.07 mol) in 30 mL of deionized water is cooled to 0 C. Then portions of 4N sodium hydroxide (total 28 mL) and portions of benzyl chloroformate (18.8 g, 15.7 mL, 0.11 mol) are added over 15 minute periods, keeping the temperature at 0 C. to 5 C. At the end of the additions, 4N sodium hydroxide solution is added to bring the pH of the reaction mixture to 10. After 1 hour dichloromethane (200 mL) is added and the laye...